This data is from the Open Reaction Database (ORD), a public repository of structured organic reaction records. The task is: describe an organic reaction: reactants, conditions, products, and yield Starting materials: ClC=1C=C(C=C(C1O)OC)C=1C=C2C(=C(C=NC2=CC1)C(=O)C1CC1)N1CCC2(CCN(C2)C(=O)OC(C)(C)C)CC1 (tert-butyl 8-[6-(3-chloro-4-hydroxy-5-methoxyphenyl)-3-(cyclopropanecarbonyl)quinolin-4-yl]-2,8-diazaspiro[4,5]decane-2-carboxylate), C(=O)(C(F)(F)F)O (TFA). Yields the product ClC=1C=C(C=C(C1O)OC)C=1C=C2C(=C(C=NC2=CC1)C(=O)C1CC1)N1CCC2(CCNC2)CC1 ([6-(3-Chloro-4-hydroxy-5-methoxyphenyl)-4-(2,8-diazaspiro[4,5]decan-8-yl)quinolin-3-yl](cyclopropyl)methanone). The yield is 37.7%. Reaction SMILES: [Cl:1][C:2]1[CH:3]=[C:4]([C:11]2[CH:12]=[C:13]3[C:18](=[CH:19][CH:20]=2)[N:17]=[CH:16][C:15]([C:21]([CH:23]2[CH2:25][CH2:24]2)=[O:22])=[C:14]3[N:26]2[CH2:42][CH2:41][C:29]3([CH2:33][N:32](C(OC(C)(C)C)=O)[CH2:31][CH2:30]3)[CH2:28][CH2:27]2)[CH:5]=[C:6]([O:9][CH3:10])[C:7]=1[OH:8].C(O)(C(F)(F)F)=O>>[Cl:1][C:2]1[CH:3]=[C:4]([C:11]2[CH:12]=[C:13]3[C:18](=[CH:19][CH:20]=2)[N:17]=[CH:16][C:15]([C:21]([CH:23]2[CH2:24][CH2:25]2)=[O:22])=[C:14]3[N:26]2[CH2:42][CH2:41][C:29]3([CH2:33][NH:32][CH2:31][CH2:30]3)[CH2:28][CH2:27]2)[CH:5]=[C:6]([O:9][CH3:10])[C:7]=1[OH:8]. Reported procedure: Following general procedure A-2, tert-butyl 8-[6-(3-chloro-4-hydroxy-5-methoxyphenyl)-3-(cyclopropanecarbonyl)quinolin-4-yl]-2,8-diazaspiro[4,5]decane-2-carboxylate (110 mg, 0.097 mmol) was reacted with TFA (2 mL) to afford the desired product (18 mg, 38%) as a green solid: 1H NMR (300 MHz, CD3OD) δ 8.79 (s, 1H), 8.29 (s, 1H), 8.02 (s, 2H), 7.30 (d, J=2.1 Hz, 1H), 7.23 (d, J=2.1 Hz, 1H), 3.98 (s, 4H), 3.08 (s, 2H), 2.65-2.52 (m, 1H), 2.03-1.81 (m, 7H), 1.37-1.16 (m, 8H); ESI MS m/z 492 [C28H30Cl... The product is ClC1=NC(=NC(=N1)Cl)OC1=C(C=C(C=C1C)C)C (2,4-dichloro-6-mesitoxy-1,3,5-triazine). Reaction SMILES: [N:1]1[C:8](Cl)=[N:7][C:5]([Cl:6])=[N:4][C:2]=1[Cl:3].[C:10]1([CH3:19])[CH:15]=[C:14]([CH3:16])[CH:13]=[C:12]([CH3:17])[C:11]=1[OH:18]>C1(C)C=CC=CC=1>[Cl:3][C:2]1[N:4]=[C:5]([Cl:6])[N:7]=[C:8]([O:18][C:11]2[C:12]([CH3:17])=[CH:13][C:14]([CH3:16])=[CH:15][C:10]=2[CH3:19])[N:1]=1. The solvent is C1(=CC=CC=C1)C (toluene), C1(=CC=CC=C1)C (toluene). Starting materials: N1=C(Cl)N=C(Cl)N=C1Cl (cyanuric chloride), N1=C(Cl)N=C(Cl)N=C1Cl (Cyanuric chloride), C1(=C(C(=CC(=C1)C)C)O)C (Mesitol). Procedure details: Reference is now made to the drawing, which is a flow chart of an exemplary completely integrated process of the present invention for conversion of cyanuric chloride to capped polymer. Cyanuric chloride (CYCI) dissolved in a suitable solvent, preferably toluene, is introduced into the system via line 1, and phase transfer catalyst (PTC) is added at 2. Mesitol and aqueous base are added from vessels 3 and 4, the rates of addition being controlled by valves 5 and 6 respectively. The reactant mixt... Starting materials: COC(C1=CC=C(C=C1)OCCCCOCC1=CC=CC=C1)=O (4-(4-benzyloxy-butoxy)-benzoic acid methyl ester). Reagents/catalysts: [Pd] (palladium on charcoal). Solvent: CO (methanol). Product: COC(C1=CC=C(C=C1)OCCCCO)=O (4-(4-hydroxy-butoxy)-benzoic acid methyl ester). The yield is 92.8%. RXN SMILES: [CH3:1][O:2][C:3](=[O:23])[C:4]1[CH:9]=[CH:8][C:7]([O:10][CH2:11][CH2:12][CH2:13][CH2:14][O:15]CC2C=CC=CC=2)=[CH:6][CH:5]=1>CO.[Pd]>[CH3:1][O:2][C:3](=[O:23])[C:4]1[CH:5]=[CH:6][C:7]([O:10][CH2:11][CH2:12][CH2:13][CH2:14][OH:15])=[CH:8][CH:9]=1. Procedure details: 2.7 g (8.6 mmol) of 4-(4-benzyloxy-butoxy)-benzoic acid methyl ester were dissolved in 15.0 ml of methanol. 0.3 g palladium on charcoal (10%) were added and the reaction mixture hydrogenated at normal pressure until the consumption of hydrogen came to an end. Then, it was filtered over celite and evaporated giving 1.79 g (93%) of 4-(4-hydroxy-butoxy)-benzoic acid methyl ester as colorless solid, MS: 224 (M+).